Dataset: the Open Reaction Database (ORD), a public repository of structured organic reaction records. Task: describe an organic reaction: reactants, conditions, products, and yield Starting materials: Cl (hydrochloric acid), ClC1=C(C(=O)C2=CC=CC=C2)C=C(C=C1)Cl (2,5-dichlorobenzophenone), CCOCC (ether), cupric chloride, t-butylnitrile, C(C=C)#N (acrylonitrile). Solvent: O (water), petroleum ether, C(C)#N (acetonitrile), C(C)#N (acetonitrile). Conditions: time 2 hour. Yields the product ClC(C#N)CC1=C(C=C(C=C1)Cl)C(C1=CC=CC=C1)=O (α,4-Dichloro-2-(benzoyl)-benzenepropanenitrile). As a reaction SMILES: [C:1](#[N:4])[CH:2]=[CH2:3].Cl[C:6]1[CH:19]=[CH:18][C:17]([Cl:20])=[CH:16][C:7]=1[C:8]([C:10]1[CH:15]=[CH:14][CH:13]=[CH:12][CH:11]=1)=[O:9].CCOCC.[ClH:26]>C(#N)C.O>[Cl:26][CH:2]([CH2:3][C:6]1[CH:19]=[CH:18][C:17]([Cl:20])=[CH:16][C:7]=1[C:8](=[O:9])[C:10]1[CH:11]=[CH:12][CH:13]=[CH:14][CH:15]=1)[C:1]#[N:4]. Procedure: A solution of 92.7 g (0.4 mole) of 2-amino-5-chlorobenzephenone in 250 ml of acetonitrile was added to a mixture of 70 g (0.52 mole) of cupric chloride, 65 g (0.63 mole) of t-butylnitrile, 500 ml of acrylonitrile, and 500 ml of acetonitrile. When the addition was complete stirring at room temperature was continued for 2 hr. The mixture was diluted with 80 ml of 6 N hydrochloric acid and 1500 ml of water, extracted with ether and dried over anhydrous sodium sulfate. The ether solution was concent...